This data is from the Open Reaction Database (ORD), a public repository of structured organic reaction records. The task is: describe an organic reaction: reactants, conditions, products, and yield Reactants: IC=1C(=NN(C1)[C@@H]1CC[C@H](CC1)O)OC (trans-4-(4-iodo-3-methoxy-1H-pyrazol-1-yl)cyclohexanol), N1C=NC=C1 (1H-imidazole), [Si](C)(C)(C(C)(C)C)Cl (tert-butyldimethylsilyl chloride). Reagents/catalysts: CN(C1=CC=NC=C1)C (4-dimethylaminopyridine). The solvent is C(Cl)Cl (DCM). Conditions: time 20 minute. Product: [Si](C)(C)(C(C)(C)C)O[C@@H]1CC[C@H](CC1)N1N=C(C(=C1)I)OC (1-(trans-4-{[tert-Butyl(dimethyl)silyl]oxy}cyclohexyl)-4-iodo-3-methoxy-1H-pyrazole). Reaction SMILES: [I:1][C:2]1[C:3]([O:14][CH3:15])=[N:4][N:5]([C@H:7]2[CH2:12][CH2:11][C@H:10]([OH:13])[CH2:9][CH2:8]2)[CH:6]=1.N1C=CN=C1.[Si:21](Cl)([C:24]([CH3:27])([CH3:26])[CH3:25])([CH3:23])[CH3:22]>CN(C)C1C=CN=CC=1.C(Cl)Cl>[Si:21]([O:13][C@H:10]1[CH2:9][CH2:8][C@H:7]([N:5]2[CH:6]=[C:2]([I:1])[C:3]([O:14][CH3:15])=[N:4]2)[CH2:12][CH2:11]1)([C:24]([CH3:27])([CH3:26])[CH3:25])([CH3:23])[CH3:22]. Procedure: A solution of trans-4-(4-iodo-3-methoxy-1H-pyrazol-1-yl)cyclohexanol (0.359 g, 1.11 mmol), 1H-imidazole (0.228 g, 3.34 mmol), and 4-dimethylaminopyridine (0.0272 g, 0.223 mmol) in anhydrous DCM (10.8 mL) was charged with tert-butyldimethylsilyl chloride (0.336 g, 2.23 mmol) and stirred at rt for 20 min. The reaction was partitioned between CHCl3 and 1M NaHCO3 and separated. The aqueous was re-extracted with CHCl3 (3×) and the combined organic fraction were washed with brine (1×), dried over Na2S...